Dataset: the Open Reaction Database (ORD), a public repository of structured organic reaction records. Task: describe an organic reaction: reactants, conditions, products, and yield Reactants: C(C)(=O)OC[C@@H]1[C@H]([C@H]([C@@H](O1)N1C=NC=2C(N)=NC=NC12)O)Br (5'-O-acetyl-3'-deoxy-3'-bromoadenosine), CS(=O)(=O)Cl (methanesulfonyl chloride). Solvent: N1=CC=CC=C1 (pyridine). Reaction conditions: time 30 minute. Product: S(=O)(=O)(C)O[C@H]1[C@@H](O[C@@H]([C@H]1Br)COC(C)=O)N1C=NC=2C(N)=NC=NC12 (2'-O-mesyl-5'-O-acetyl-3'-deoxy-3'-bromoadenosine). Yield: 89.7%. As a reaction SMILES: [C:1]([O:4][CH2:5][C@H:6]1[O:10][C@@H:9]([N:11]2[C:20]3[N:19]=[CH:18][N:17]=[C:15]([NH2:16])[C:14]=3[N:13]=[CH:12]2)[C@H:8]([OH:21])[C@@H:7]1[Br:22])(=[O:3])[CH3:2].[CH3:23][S:24](Cl)(=[O:26])=[O:25]>N1C=CC=CC=1>[S:24]([O:21][C@@H:8]1[C@H:7]([Br:22])[C@@H:6]([CH2:5][O:4][C:1](=[O:3])[CH3:2])[O:10][C@H:9]1[N:11]1[C:20]2[N:19]=[CH:18][N:17]=[C:15]([NH2:16])[C:14]=2[N:13]=[CH:12]1)([CH3:23])(=[O:26])=[O:25]. Procedure details: After 1 g (2.7 mmols) of 5'-O-acetyl-3'-deoxy-3'-bromoadenosine was added to 10 ml of pyridine, 340 mg (1.1 eq.) of methanesulfonyl chloride was added to the mixture. The mixture was stirred at room temperature for 30 minutes and pyridine was distilled off under reduced pressure. The residue was added to 30 ml of water followed by extraction twice with 30 ml of chloroform. After the organic solvent was washed with water and then dried over magnesium sulfate, the solvent was distilled off under r... Starting materials: FC1=C(C=CC=C1)C1(CNCC1)CCO (2-[3-(2-fluoro-phenyl)-pyrrolidin-3-yl]-ethanol), COC=1C=C(C(=O)Cl)C=C(C1OC)OC (3,4,5-trimethoxy-benzoyl chloride). The product is FC1=C(C=CC=C1)C1(CN(CC1)C(C1=CC(=C(C(=C1)OC)OC)OC)=O)CCO (2-[3-(2-fluoro-phenyl)-1-(3,4,5-trimethoxy-benzoyl)-pyrrolidin-3-yl]-ethanol). RXN SMILES: [F:1][C:2]1[CH:7]=[CH:6][CH:5]=[CH:4][C:3]=1[C:8]1([CH2:13][CH2:14][OH:15])[CH2:12][CH2:11][NH:10][CH2:9]1.[CH3:16][O:17][C:18]1[CH:19]=[C:20]([CH:24]=[C:25]([O:29][CH3:30])[C:26]=1[O:27][CH3:28])[C:21](Cl)=[O:22]>>[F:1][C:2]1[CH:7]=[CH:6][CH:5]=[CH:4][C:3]=1[C:8]1([CH2:13][CH2:14][OH:15])[CH2:12][CH2:11][N:10]([C:21](=[O:22])[C:20]2[CH:19]=[C:18]([O:17][CH3:16])[C:26]([O:27][CH3:28])=[C:25]([O:29][CH3:30])[CH:24]=2)[CH2:9]1. Procedure: Prepare by the method of example 3.1 using 2-[3-(2-fluoro-phenyl)-pyrrolidin-3-yl]-ethanol (23 mmol) and 3,4,5-trimethoxy-benzoyl chloride (23 mmol). Chromatograph on silica gel to give the title compound. The reactants are C(C)NC(=O)\N=C/1\N(C(N(S1)CC)=O)C1=C(C=CC=C1)CC ((Z)-1-Ethyl-3-(2-ethyl-4-(2-ethylphenyl)-3-oxo-1,2,4-thiadiazolidin-5-ylidene)urea), [OH-].[Na+] (Sodium hydroxide). Run in CO (methanol). Yields the product C(C)N1SC(N(C1=O)C1=C(C=CC=C1)CC)=N (2-ethyl-4-(2-ethylphenyl)-5-imino-1,2,4-thiadiazolidin-3-one). Yield: 66.1%. RXN SMILES: C(NC(/[N:6]=[C:7]1/[N:8]([C:15]2[CH:20]=[CH:19][CH:18]=[CH:17][C:16]=2[CH2:21][CH3:22])[C:9](=[O:14])[N:10]([CH2:12][CH3:13])[S:11]/1)=O)C.[OH-].[Na+]>CO>[CH2:12]([N:10]1[C:9](=[O:14])[N:8]([C:15]2[CH:20]=[CH:19][CH:18]=[CH:17][C:16]=2[CH2:21][CH3:22])[C:7](=[NH:6])[S:11]1)[CH3:13] |f:1.2|. Procedure: (Z)-1-Ethyl-3-(2-ethyl-4-(2-ethylphenyl)-3-oxo-1,2,4-thiadiazolidin-5-ylidene)urea (CB42) (0.484 g, 1.51 mmol) was dissolved in methanol (150 mL). Sodium hydroxide (3.36 g, 84.0 mmol) was slowly added and the reaction was stirred at room temperature. After 4 hours the solution was concentrated to 1/2 volume, poured onto water, and extracted with ethyl acetate. The organics were dried and concentrated to give the title compound as an orange solid (0.249 g, 65%): 1H NMR (400 MHz, CDCl3) δ 7.35-7.3... Starting materials: [Br-], COC(=O)CC(C)=O, CC(=O)[O-], CCCC[N+](CCCC)(CCCC)CCCC, Cc1ccccc1, Cl, CC(C=O)CSc1ccc(F)cc1, [Na+], [Na+], [OH-], O. Product: CC(=O)CC(O)C(C)CSc1ccc(F)cc1. Reaction SMILES: [Br-:31].[C:1]([CH2:2][C:3](=[O:4])[CH3:5])([O:6][CH3:7])=[O:8].[CH3:13][C:14](=[O:15])[O-:16].[CH3:32][CH2:33][CH2:34][CH2:35][N+:36]([CH2:37][CH2:38][CH2:39][CH3:40])([CH2:41][CH2:42][CH2:43][CH3:44])[CH2:45][CH2:46][CH2:47][CH3:48].[CH3:49][c:50]1[cH:51][cH:52][cH:53][cH:54][cH:55]1.[ClH:11].[F:17][c:18]1[cH:19][cH:20][c:21]([S:24][CH2:25][CH:26]([CH:27]=[O:28])[CH3:29])[cH:22][cH:23]1.[Na+:10].[Na+:12].[OH-:9].[OH2:30]>>[CH2:2]([C:3](=[O:4])[CH3:5])[CH:27]([CH:26]([CH2:25][S:24][c:21]1[cH:20][cH:19][c:18]([F:17])[cH:23][cH:22]1)[CH3:29])[OH:28]. The reactants are CP(C)C (trimethylphosphine), solution, O1CCCC1 (tetrahydrofuran), BrC=1C=C(C=CC1)[C@]1(N=C(O[C@@H](C1)C(F)(F)F)N)CF ((4S,6S)-4-(3-bromophenyl)-4-(fluoromethyl)-6-(trifluoromethyl)-5,6-dihydro-4H-1,3-oxazin-2-amine), [N-]=[N+]=[N-].[Na+] (sodium azide), C([C@@H]([C@@H]1C(=C(C(=O)O1)O)[O-])O)O.[Na+] (L(+)-ascorbic acid sodium salt), (1R,2R)-(−)-N,N″-dimethylcyclohexane-1,2-diamine. Reagents/catalysts: [Cu]I (copper(I) iodide). Run in O (water). Run at temperature 90 celsius, time 30 minute. Yields the product NC=1C=C(C=CC1)[C@]1(N=C(O[C@@H](C1)C(F)(F)F)N)CF ((4S,6S)-4-(3-aminophenyl)-4-(fluoromethyl)-6-(trifluoromethyl)-5,6-dihydro-4H-1,3-oxazin-2-amine). The yield is 81.8%. RXN SMILES: Br[C:2]1[CH:3]=[C:4]([C@:8]2([CH2:19][F:20])[CH2:13][C@@H:12]([C:14]([F:17])([F:16])[F:15])[O:11][C:10]([NH2:18])=[N:9]2)[CH:5]=[CH:6][CH:7]=1.[N-:21]=[N+]=[N-].[Na+].C(O)[C@H](O)[C@H]1OC(=O)C(O)=C1[O-].[Na+].CP(C)C.O1CCCC1>[Cu]I.O>[NH2:21][C:2]1[CH:3]=[C:4]([C@:8]2([CH2:19][F:20])[CH2:13][C@@H:12]([C:14]([F:17])([F:16])[F:15])[O:11][C:10]([NH2:18])=[N:9]2)[CH:5]=[CH:6][CH:7]=1 |f:1.2,3.4|. Procedure: A mixture of (4S,6S)-4-(3-bromophenyl)-4-(fluoromethyl)-6-(trifluoromethyl)-5,6-dihydro-4H-1,3-oxazin-2-amine (0.480 g, 1.352 mmol), sodium azide (0.142 ml, 4.05 mmol), copper(I) iodide (9.16 μl, 11, 0.270 mmol) and L(+)-ascorbic acid sodium salt (0.027 g, 0.135 mmol) was purged with N2 followed by the addition of (1R,2R)-(−)-N,N″-dimethylcyclohexane-1,2-diamine (0.064 ml, 0.405 mmol) and degassed EtOH/water (3/1.5 mL). The resulting mixture was heated at 90° C. for 30 min, then cooled to room t... Reactants: ClC1=NC=C(C=C1)[N+](=O)[O-] (2-chloro-5-nitropyridine), [Na] (sodium), C(C1=CC=CC=C1)O (benzylalcohol). Solvent: C1(=CC=CC=C1)C (toluene). Conditions: time 8 hour. The product is C(C1=CC=CC=C1)OC1=NC=C(C=C1)[N+](=O)[O-] (2-benzyloxy-5-nitro-pyridine). Reaction SMILES: Cl[C:2]1[CH:7]=[CH:6][C:5]([N+:8]([O-:10])=[O:9])=[CH:4][N:3]=1.[Na].[CH2:12]([OH:19])[C:13]1[CH:18]=[CH:17][CH:16]=[CH:15][CH:14]=1>C1(C)C=CC=CC=1>[CH2:12]([O:19][C:2]1[CH:7]=[CH:6][C:5]([N+:8]([O-:10])=[O:9])=[CH:4][N:3]=1)[C:13]1[CH:18]=[CH:17][CH:16]=[CH:15][CH:14]=1 |^1:10|. Procedure: 32 g (0.20 mol) 2-chloro-5-nitropyridine in 120 mL toluene were combined with 200 mL (0.20 mmol) of a 1M sodium benzylate solution in benzylalcohol and stirred overnight at RT. The organic phase was washed with water and saturated sodium chloride solution, dried on sodium sulphate and the toluene was eliminated by distillation. The residue was cooled with ice, the precipitate formed was suction filtered and washed several times with tert.-butylmethylether.